Dataset: the Open Reaction Database (ORD), a public repository of structured organic reaction records. Task: describe an organic reaction: reactants, conditions, products, and yield The reactants are CCCOCCCCCc1ccc(-c2ncc(O)cn2)cc1, CCCCC=CCCO, CCOC(=O)N=NC(=O)OCC, C1CCOC1, c1ccc(P(c2ccccc2)c2ccccc2)cc1. The product is CCCCC=CCCOc1cnc(-c2ccc(CCCCCOCCC)cc2)nc1. Reaction SMILES: [CH2:1]([CH2:2][CH3:3])[O:4][CH2:5][CH2:6][CH2:7][CH2:8][CH2:9][c:10]1[cH:11][cH:12][c:13](-[c:16]2[n:17][cH:18][c:19]([OH:22])[cH:20][n:21]2)[cH:14][cH:15]1.[CH2:23]([CH2:24][CH:25]=[CH:26][CH2:27][CH2:28][CH2:29][CH3:30])[OH:31].[O:32]=[C:33]([O:34][CH2:35][CH3:36])[N:37]=[N:38][C:39]([O:40][CH2:41][CH3:42])=[O:43].[O:63]1[CH2:64][CH2:65][CH2:66][CH2:67]1.[c:44]1([P:45]([c:46]2[cH:47][cH:48][cH:49][cH:50][cH:51]2)[c:52]2[cH:53][cH:54][cH:55][cH:56][cH:57]2)[cH:58][cH:59][cH:60][cH:61][cH:62]1>>[CH2:1]([CH2:2][CH3:3])[O:4][CH2:5][CH2:6][CH2:7][CH2:8][CH2:9][c:10]1[cH:11][cH:12][c:13](-[c:16]2[n:17][cH:18][c:19]([O:22][CH2:23][CH2:24][CH:25]=[CH:26][CH2:27][CH2:28][CH2:29][CH3:30])[cH:20][n:21]2)[cH:14][cH:15]1. Reaction SMILES: [OH:1][C@@H:2]([C:4]1[N:15]([C@@H:16]2[CH2:21][O:20][C@@H:19]([CH2:22][C:23]#[N:24])[CH2:18][CH2:17]2)[C:7]2=[C:8]3[S:14][CH:13]=[CH:12][C:9]3=[N:10][CH:11]=[C:6]2[N:5]=1)[CH3:3].C(#N)C>O>[OH2:1].[OH:1][C@@H:2]([C:4]1[N:15]([C@@H:16]2[CH2:21][O:20][C@@H:19]([CH2:22][C:23]#[N:24])[CH2:18][CH2:17]2)[C:7]2=[C:8]3[S:14][CH:13]=[CH:12][C:9]3=[N:10][CH:11]=[C:6]2[N:5]=1)[CH3:3] |f:3.4|. Reactants: O[C@H](C)C1=NC=2C(=C3C(=NC2)C=CS3)N1[C@H]1CC[C@@H](OC1)CC#N (((2R,5S)-5-{2-[(1R)-1-Hydroxyethyl]-1H-imidazo[4,5-d]thieno[3,2-b]pyridin-1-yl}tetrahydro-2H-pyran-2-yl)acetonitrile), C(C)#N (acetonitrile). The solvent is O (water). Yields the product O.O[C@H](C)C1=NC=2C(=C3C(=NC2)C=CS3)N1[C@H]1CC[C@@H](OC1)CC#N (((2R,5S)-5-{2-[(1R)-1-Hydroxyethyl]-1H-imidazo[4,5-d]thieno[3,2-b]pyridin-1-yl}tetrahydro-2H-pyran-2-yl)acetonitrile hydrate). Procedure: ((2R,5S)-5-{2-[(1R)-1-Hydroxyethyl]-1H-imidazo[4,5-d]thieno[3,2-b]pyridin-1-yl}tetrahydro-2H-pyran-2-yl)acetonitrile (52 mg, 0.15 mmol) from Example 20 was crystallized from a mixture of acetonitrile (8 mL) and water (4 mL). The resulting colorless prism crystal collected was suitable for X-ray crystal structure analysis. The reactants are Cl[SiH](Cl)C([SiH](Cl)Cl)[Si](Cl)(Cl)Cl, C#Cc1ccccc1, c1ccccc1. Product: Cl[Si](Cl)(Cl)C1[Si](Cl)(Cl)C=C(c2ccccc2)[Si]1(Cl)Cl. RXN SMILES: [Cl:9][SiH:10]([Cl:11])[CH:12]([Si:13]([Cl:14])([Cl:15])[Cl:16])[SiH:17]([Cl:18])[Cl:19].[c:1]1([C:7]#[CH:8])[cH:2][cH:3][cH:4][cH:5][cH:6]1.[cH:20]1[cH:21][cH:22][cH:23][cH:24][cH:25]1>>[c:1]1([C:7]2=[CH:8][Si:10]([Cl:9])([Cl:11])[CH:12]([Si:13]([Cl:14])([Cl:15])[Cl:16])[Si:17]2([Cl:18])[Cl:19])[cH:2][cH:3][cH:4][cH:5][cH:6]1.